This data is from the Open Reaction Database (ORD), a public repository of structured organic reaction records. The task is: describe an organic reaction: reactants, conditions, products, and yield Starting materials: [C-]#N, [C-]#N, CN1CCCC1=O, N, [Zn+2], c1ccc(P(c2ccccc2)(c2ccccc2)[Pd](P(c2ccccc2)(c2ccccc2)c2ccccc2)(P(c2ccccc2)(c2ccccc2)c2ccccc2)P(c2ccccc2)(c2ccccc2)c2ccccc2)cc1, OC(c1ccc2occc2c1)c1ccc(Br)s1. The product is N#Cc1ccc(C(O)c2ccc3occc3c2)s1. Reaction SMILES: [C-:26]#[N:27].[C-:29]#[N:30].[CH3:19][N:20]1[CH2:21][CH2:22][CH2:23][C:24]1=[O:25].[NH3:18].[Zn+2:28].[cH:31]1[cH:32][cH:33][c:34]([P:35]([Pd:36]([P:37]([c:38]2[cH:39][cH:40][cH:41][cH:42][cH:43]2)([c:44]2[cH:45][cH:46][cH:47][cH:48][cH:49]2)[c:50]2[cH:51][cH:52][cH:53][cH:54][cH:55]2)([P:56]([c:57]2[cH:58][cH:59][cH:60][cH:61][cH:62]2)([c:63]2[cH:64][cH:65][cH:66][cH:67][cH:68]2)[c:69]2[cH:70][cH:71][cH:72][cH:73][cH:74]2)[P:75]([c:76]2[cH:77][cH:78][cH:79][cH:80][cH:81]2)([c:82]2[cH:83][cH:84][cH:85][cH:86][cH:87]2)[c:88]2[cH:89][cH:90][cH:91][cH:92][cH:93]2)([c:94]2[cH:95][cH:96][cH:97][cH:98][cH:99]2)[c:100]2[cH:101][cH:102][cH:103][cH:104][cH:105]2)[cH:106][cH:107]1.[o:1]1[cH:2][cH:3][c:4]2[c:5]1[cH:6][cH:7][c:8]([CH:10]([OH:11])[c:12]1[s:13][c:14]([Br:17])[cH:15][cH:16]1)[cH:9]2>>[o:1]1[cH:2][cH:3][c:4]2[c:5]1[cH:6][cH:7][c:8]([CH:10]([OH:11])[c:12]1[s:13][c:14]([C:19]#[N:20])[cH:15][cH:16]1)[cH:9]2. Starting materials: C(C)(C)(C)N1N=CC(=C1)C1=CC2=C(C(=N1)O[C@H](C)[C@@H]1CC(N(C1)[C@H](C)C1=CC=C(C=C1)OC)=O)N(C=N2)C(F)F ((R)-4-((R)-1-(6-(1-tert-butyl-1H-pyrazol-4-yl)-3-(difluoromethyl)-3H-imidazo[4,5-c]pyridin-4-yloxy)ethyl)-1-((R)-1-(4-methoxyphenyl)ethyl)pyrrolidin-2-one). Run in C(=O)(C(F)(F)F)O (TFA). Run at temperature 60 celsius, time 15 hour. The product is C(C)(C)(C)N1N=CC(=C1)C1=CC2=C(C(=N1)O[C@H](C)[C@@H]1CC(NC1)=O)N(C=N2)C(F)F ((R)-4-((R)-1-(6-(1-tert-butyl-1H-pyrazol-4-yl)-3-(difluoromethyl)-3H-imidazo[4,5-c]pyridin-4-yloxy)ethyl)pyrrolidin-2-one). Reaction SMILES: [C:1]([N:5]1[CH:9]=[C:8]([C:10]2[N:15]=[C:14]([O:16][C@@H:17]([C@H:19]3[CH2:23][N:22]([C@@H](C4C=CC(OC)=CC=4)C)[C:21](=[O:34])[CH2:20]3)[CH3:18])[C:13]3[N:35]([CH:38]([F:40])[F:39])[CH:36]=[N:37][C:12]=3[CH:11]=2)[CH:7]=[N:6]1)([CH3:4])([CH3:3])[CH3:2]>C(O)(C(F)(F)F)=O>[C:1]([N:5]1[CH:9]=[C:8]([C:10]2[N:15]=[C:14]([O:16][C@@H:17]([C@H:19]3[CH2:23][NH:22][C:21](=[O:34])[CH2:20]3)[CH3:18])[C:13]3[N:35]([CH:38]([F:40])[F:39])[CH:36]=[N:37][C:12]=3[CH:11]=2)[CH:7]=[N:6]1)([CH3:2])([CH3:3])[CH3:4]. Procedure details: (R)-4-((R)-1-(6-(1-tert-butyl-1H-pyrazol-4-yl)-3-(difluoromethyl)-3H-imidazo[4,5-c]pyridin-4-yloxy)ethyl)-1-((R)-1-(4-methoxyphenyl)ethyl)pyrrolidin-2-one 2.34 (max. 0.107 mmol) was dissolved in TFA (2 mL) and heated to 60° C. with stirring. After 15 h, the red solution was concentrated in vacuo and diluted with EtOAc (20 mL) and 1:1 saturated aqueous NaHCO3: brine (20 mL). The phases were separated and the aqueous phase was extracted with EtOAc (20 mL). The combined organic phase was dried over... The reactants are CCCC(C)C(C)C(=O)O, [Cl-], C[N+](C)=CCl, ClCCl. Yields the product CCCC(C)C(C)C(=O)Cl. RXN SMILES: [CH3:1][CH:2]([C:3](=[O:4])[OH:5])[CH:6]([CH2:7][CH2:8][CH3:9])[CH3:10].[Cl-:11].[Cl:12][CH:13]=[N+:14]([CH3:15])[CH3:16].[Cl:17][CH2:18][Cl:19]>>[CH3:1][CH:2]([C:3](=[O:4])[Cl:12])[CH:6]([CH2:7][CH2:8][CH3:9])[CH3:10]. Starting materials: CC(=O)OC(C)=O, ClCCl, CC(C)(C)OC(=O)N1CCN(C(=O)c2[nH]c(=O)n(C3CCCNC3)c2-c2ccccc2)CC1. The product is CC(=O)N1CCCC(n2c(-c3ccccc3)c(C(=O)N3CCN(C(=O)OC(C)(C)C)CC3)[nH]c2=O)C1. Reaction SMILES: [CH3:34][C:35](=[O:36])[O:37][C:38](=[O:39])[CH3:40].[Cl:41][CH2:42][Cl:43].[O:1]=[c:2]1[n:3]([CH:28]2[CH2:29][NH:30][CH2:31][CH2:32][CH2:33]2)[c:4](-[c:22]2[cH:23][cH:24][cH:25][cH:26][cH:27]2)[c:5]([C:7](=[O:8])[N:9]2[CH2:10][CH2:11][N:12]([C:15](=[O:16])[O:17][C:18]([CH3:19])([CH3:20])[CH3:21])[CH2:13][CH2:14]2)[nH:6]1>>[O:1]=[c:2]1[n:3]([CH:28]2[CH2:29][N:30]([C:35]([CH3:34])=[O:36])[CH2:31][CH2:32][CH2:33]2)[c:4](-[c:22]2[cH:23][cH:24][cH:25][cH:26][cH:27]2)[c:5]([C:7](=[O:8])[N:9]2[CH2:10][CH2:11][N:12]([C:15](=[O:16])[O:17][C:18]([CH3:19])([CH3:20])[CH3:21])[CH2:13][CH2:14]2)[nH:6]1. Starting materials: BrC(=C[C@H]1C([C@H]1C(=O)O)(C)C)Br ((+)-cis-3-(2,2-dibromoethenyl)-2,2-dimethylcyclopropanecarboxylic acid), C(C(=O)Cl)(=O)Cl (oxalyl chloride). The solvent is C1(=CC=CC=C1)C (toluene). The product is BrC(=C[C@H]1C([C@H]1C(=O)Cl)(C)C)Br ((+)-cis-3-(2,2-dibromoethenyl)-2,2-dimethylcyclopropanecarbonyl chloride). Isolated yield 50.7%. As a reaction SMILES: [Br:1][C:2]([Br:12])=[CH:3][C@@H:4]1[C@H:6]([C:7](O)=[O:8])[C:5]1([CH3:11])[CH3:10].C(Cl)(=O)C([Cl:16])=O>C1(C)C=CC=CC=1>[Br:1][C:2]([Br:12])=[CH:3][C@@H:4]1[C@H:6]([C:7]([Cl:16])=[O:8])[C:5]1([CH3:11])[CH3:10]. Procedure details: In a manner similar to Example 13A, the reaction of 13.0 g (0.0436 mole) of (+)-cis-3-(2,2-dibromoethenyl)-2,2-dimethylcyclopropanecarboxylic acid, 50 ml of toluene, and 11.1 g (0.0873 mole) of oxalyl chloride gave 7.0 g of (+)-cis-3-(2,2-dibromoethenyl)-2,2-dimethylcyclopropanecarbonyl chloride. The nmr spectrum was consistent with the proposed structure. Starting materials: C(C1=CC=CC=C1)OC=1C=C(C=CC1C1=C(C=NN1)C(C(=O)NN)C)C1=CC=CC=C1 (5-(3-benzyloxy-1,1'-biphenyl-4-yl)-1H-pyrazol-4-yl-propionic acid hydrazide). The reagents and catalysts are [Pd] (palladium/charcoal). Run in C(C)(C)O (isopropanol). Run at time 12 hour. Yields the product OC=1C=C(C=CC1C1=C(C=NN1)C(C(=O)NN)C)C1=CC=CC=C1 (5-(3-hydroxy-1,1'-biphenyl-4-yl)-1H-pyrazol-4-yl-propionic acid hydrazide). RXN SMILES: C([O:8][C:9]1[CH:10]=[C:11]([C:26]2[CH:31]=[CH:30][CH:29]=[CH:28][CH:27]=2)[CH:12]=[CH:13][C:14]=1[C:15]1[NH:19][N:18]=[CH:17][C:16]=1[CH:20]([CH3:25])[C:21]([NH:23][NH2:24])=[O:22])C1C=CC=CC=1>C(O)(C)C.[Pd]>[OH:8][C:9]1[CH:10]=[C:11]([C:26]2[CH:27]=[CH:28][CH:29]=[CH:30][CH:31]=2)[CH:12]=[CH:13][C:14]=1[C:15]1[NH:19][N:18]=[CH:17][C:16]=1[CH:20]([CH3:25])[C:21]([NH:23][NH2:24])=[O:22]. Procedure: 3 g of 5-(3-benzyloxy-1,1'-biphenyl-4-yl)-1H-pyrazol-4-yl-propionic acid hydrazide are dissolved with heating in isopropanol and hydrogenated over 10% palladium/charcoal. The catalyst is filtered off, the reaction mixture concentrated by evaporation and the concentrate allowed to stand for ca. 12 hrs. in a refrigerator. The title compound crystallises out as the dihydrochloride and is recovered by filtration: m.p.=138°-141° C.